From a dataset of the Open Reaction Database (ORD), a public repository of structured organic reaction records. describe an organic reaction: reactants, conditions, products, and yield The solvent is CN(C)C=O (DMF). As a reaction SMILES: [Br:1][C:2]1[CH:3]=[C:4]2[C:9](=[CH:10][CH:11]=1)[C:8]([C:12]([NH:14][CH3:15])=[O:13])=[C:7]([OH:16])[CH:6]=[CH:5]2.[CH3:17]OS(OC)(=O)=O.C([O-])([O-])=O.[K+].[K+]>CN(C=O)C>[Br:1][C:2]1[CH:3]=[C:4]2[C:9](=[CH:10][CH:11]=1)[C:8]([C:12]([NH:14][CH3:15])=[O:13])=[C:7]([O:16][CH3:17])[CH:6]=[CH:5]2 |f:2.3.4|. The product is BrC=1C=C2C=CC(=C(C2=CC1)C(=O)NC)OC (6-Bromo-2-methoxy-N-methyl-1-naphthamide). The reactants are BrC=1C=C2C=CC(=C(C2=CC1)C(=O)NC)O (6-Bromo-2-hydroxy-N-methyl-1-naphthamide), COS(=O)(=O)OC (dimethylsulfate), C(=O)([O-])[O-].[K+].[K+] (K2CO3). Run at temperature 60 celsius. Procedure details: A mixture of 6-Bromo-2-hydroxy-N-methyl-1-naphthamide (1.20 g), dimethylsulfate (0.49 mL), and powdered K2CO3 (1.18 g) in anhydrous DMF (10 mL) was heated at 60° C. for 30 min. After dilution with 1N HCl, the resulting mixture was extracted with Ethyl acetate. The combined organic layers were washed with water and brine followed by drying over MgSO4. After removal of the solvent in vacuo, the residue was washed with hexane-AcOEt (1:1) to give the title compound (1.21 g) as a colorless powder. Procedure: The compound was synthesized starting from benzimidazol-5-amine (133 mg; 1 mmol; 1 eq.), 6-(bromomethyl)-3,4-dihydro-1,5-benzodioxepin (535 mg; 2.2 mmol; 2.2 eq.) and K2CO3 (304 mg; 2.2 mmol; 2.2 eq.) according to method 5; Yield: 0.098 g (21.4%); MS m/z: 458.5 [M+H]+; 1H-NMR (500 MHz, DMSO d6): δ 2.10 (quin, 4H, 3J=5.5 Hz); 4.10 (t, 4H, 3J=5.5 Hz); 4.15 (t, 4H, 3J=5.5 Hz); 4.61 (s, 4H); 6.58-6.60 (m, 2H); 6.76-6.85 (m, 6H); 7.31 (d, 1H, 3J=9.8 Hz); 7.88 (s, 1H); 11.89 (br s, 1H); HPLC (METHOD [... The reactants are N1=CNC2=C1C=CC(=C2)N (benzimidazol-5-amine), BrCC1=CC=CC=2OCCCOC21 (6-(bromomethyl)-3,4-dihydro-1,5-benzodioxepin), C(=O)([O-])[O-].[K+].[K+] (K2CO3). Reaction SMILES: [N:1]1[C:5]2[CH:6]=[CH:7][C:8]([NH2:10])=[CH:9][C:4]=2[NH:3][CH:2]=1.Br[CH2:12][C:13]1[C:23]2[O:22][CH2:21][CH2:20][CH2:19][O:18][C:17]=2[CH:16]=[CH:15][CH:14]=1.[C:24]([O-:27])([O-])=O.[K+].[K+]>>[O:22]1[CH2:21][CH2:20][CH2:19][O:18][C:17]2[CH:16]=[CH:15][CH:14]=[C:13]([CH2:12][N:10]([CH2:12][C:13]3[C:23]4[O:22][CH2:21][CH2:20][CH2:19][O:27][C:24]=4[CH:16]=[CH:15][CH:14]=3)[C:8]3[CH:7]=[CH:6][C:5]4[NH:1][CH:2]=[N:3][C:4]=4[CH:9]=3)[C:23]1=2 |f:2.3.4|. The product is O1C2=C(OCCC1)C=CC=C2CN(C2=CC1=C(NC=N1)C=C2)CC2=CC=CC1=C2OCCCO1 (N,N-Bis((3,4-dihydro-2H-benzo[b][1,4]dioxepin-9-yl)methyl)-1H-benzo[d]imidazol-5-amine).